This data is from the Open Reaction Database (ORD), a public repository of structured organic reaction records. The task is: describe an organic reaction: reactants, conditions, products, and yield The reactants are CN(C)c1ccc(C=O)cc1, Nc1ccc(Cl)c(Cl)c1. Product: CN(C)c1ccc(CNc2ccc(Cl)c(Cl)c2)cc1. RXN SMILES: [CH3:1][N:2]([c:3]1[cH:4][cH:5][c:6]([CH:7]=[O:8])[cH:9][cH:10]1)[CH3:11].[NH2:12][c:13]1[cH:14][cH:15][c:16]([Cl:17])[c:18]([Cl:19])[cH:20]1>>[CH3:1][N:2]([c:3]1[cH:4][cH:5][c:6]([CH2:7][NH:12][c:13]2[cH:14][cH:15][c:16]([Cl:17])[c:18]([Cl:19])[cH:20]2)[cH:9][cH:10]1)[CH3:11]. Reactants: CC1=C(N=C(O1)C1=C(C=CC=C1)Cl)CCOC1=NC=C(C=C1)[N+](=O)[O-] (2-[2-[5-methyl-2-(2-chlorophenyl)-4-oxazolyl]ethoxy]-5-nitropyridine), C(C)(=O)O (acetic acid). Reagents/catalysts: [Fe] (iron). Run in O (water). Conditions: time 3 hour. The product is NC=1C=CC(=NC1)OCCC=1N=C(OC1C)C1=C(C=CC=C1)Cl (5-amino-2-[2-[5-methyl-2-(2-chlorophenyl)-4-oxazolyl]ethoxy]pyridine). The yield is 96.8%. Reaction SMILES: [CH3:1][C:2]1[O:6][C:5]([C:7]2[CH:12]=[CH:11][CH:10]=[CH:9][C:8]=2[Cl:13])=[N:4][C:3]=1[CH2:14][CH2:15][O:16][C:17]1[CH:22]=[CH:21][C:20]([N+:23]([O-])=O)=[CH:19][N:18]=1.C(O)(=O)C>[Fe].O>[NH2:23][C:20]1[CH:21]=[CH:22][C:17]([O:16][CH2:15][CH2:14][C:3]2[N:4]=[C:5]([C:7]3[CH:12]=[CH:11][CH:10]=[CH:9][C:8]=3[Cl:13])[O:6][C:2]=2[CH3:1])=[N:18][CH:19]=1. Reported procedure: A mixture of 2-[2-[5-methyl-2-(2-chlorophenyl)-4-oxazolyl]ethoxy]-5-nitropyridine (1.69 g), iron dust (787 mg), acetic acid (25 ml) and water (8 ml) was stirred at 65°-70° C. for 3 hours. Insolubles were filtered off and the filtrate was evaporated under reduced pressure. To the residue was added water. The mixture was subjected to extraction with ethyl acetate. The ethyl acetate layer was washed with water and dried over magnesium sulfate. The solvent was distilled off, and the residue was subj... The reactants are NC1[C@@H]2N(C(=C(CS2)COC)C(=O)[O-])C1=O (7-amino-3-methoxymethyl-3-cephem-4-carboxylate), N12CCCCCC2=NCCC1 (1,8-diazabicyclo(5,4,0)-undec-7-ene), CC(C(=O)OCI)(CC)C (iodomethyl 2,2-dimethylbutyrate). Run in C(Cl)Cl (methylene chloride). Run at time 30 minute. Yields the product NC1[C@@H]2N(C(=C(CS2)COC)C(=O)OCOC(C(CC)(C)C)=O)C1=O (2,2-Dimethyl-butanoyl-oxymethyl 7-amino-3-methoxymethyl-3-cephem-4-carboxylate). Yield: 53.7%. Reaction SMILES: [NH2:1][CH:2]1[C:15](=[O:16])[N:4]2[C:5]([C:12]([O-:14])=[O:13])=[C:6]([CH2:9][O:10][CH3:11])[CH2:7][S:8][C@H:3]12.N12CCCN=C1CCCCC2.[CH3:28][C:29]([CH3:37])([CH2:35][CH3:36])[C:30]([O:32][CH2:33]I)=[O:31]>C(Cl)Cl>[NH2:1][CH:2]1[C:15](=[O:16])[N:4]2[C:5]([C:12]([O:14][CH2:33][O:32][C:30](=[O:31])[C:29]([CH3:37])([CH3:28])[CH2:35][CH3:36])=[O:13])=[C:6]([CH2:9][O:10][CH3:11])[CH2:7][S:8][C@H:3]12. Reported procedure: 1.46 g (6 mmol) of 7-amino-3-methoxymethyl-3-cephem-4-carboxylate were suspended in 30 ml of methylene chloride, and 0.92 ml (6 mmol) of 1,8-diazabicyclo(5,4,0)-undec-7-ene (DBU) was added at 0° C. After 30 minutes, 1.66 g (6.5 mmol) of iodomethyl 2,2-dimethylbutyrate (compare preparation example 4) were added, while cooling with ice, and the mixture was subsequently stirred at room temperature for 2 hours. The precipitate which had separated out was filtered off with suction and the crude produ... Reactants: BrCc1ccccc1, [K+], [K+], O=C1CNC(=O)N1Cc1ccc([N+](=O)[O-])cc1, O=C([O-])[O-], CN(C)C=O. The product is O=C1CN(Cc2ccccc2)C(=O)N1Cc1ccc([N+](=O)[O-])cc1. Reaction SMILES: [Br:24][CH2:25][c:26]1[cH:27][cH:28][cH:29][cH:30][cH:31]1.[K+:18].[K+:19].[N+:1](=[O:2])([O-:3])[c:4]1[cH:5][cH:6][c:7]([CH2:8][N:9]2[C:10](=[O:15])[NH:11][CH2:12][C:13]2=[O:14])[cH:16][cH:17]1.[O-:20][C:21]([O-:22])=[O:23].[O:32]=[CH:33][N:34]([CH3:35])[CH3:36]>>[N+:1](=[O:2])([O-:3])[c:4]1[cH:5][cH:6][c:7]([CH2:8][N:9]2[C:10](=[O:15])[N:11]([CH2:25][c:26]3[cH:27][cH:28][cH:29][cH:30][cH:31]3)[CH2:12][C:13]2=[O:14])[cH:16][cH:17]1.